From a dataset of the Open Reaction Database (ORD), a public repository of structured organic reaction records. describe an organic reaction: reactants, conditions, products, and yield The reactants are N1C=NC=C1 (imidazole), CC1=C(C(=O)Cl)C(=CC(=C1)C)C (2,4,6-trimethylbenzoyl chloride). Solvent: CCOCC (ether). Conditions: time 5 hour. The product is CC1=C(C(=O)N2C=NC=C2)C(=CC(=C1)C)C (N-(2,4,6-trimethylbenzoyl)-imidazole). Yield: 67.9%. As a reaction SMILES: [NH:1]1[CH:5]=[CH:4][N:3]=[CH:2]1.[CH3:6][C:7]1[CH:15]=[C:14]([CH3:16])[CH:13]=[C:12]([CH3:17])[C:8]=1[C:9](Cl)=[O:10]>CCOCC>[CH3:6][C:7]1[CH:15]=[C:14]([CH3:16])[CH:13]=[C:12]([CH3:17])[C:8]=1[C:9]([N:1]1[CH:5]=[CH:4][N:3]=[CH:2]1)=[O:10]. Reported procedure: 136 g (2.0 moles) of imidazole in 1,000 ml of ether are initially taken, and 146 g (0.8 mole) of 2,4,6-trimethylbenzoyl chloride are added dropwise to the stirred mixture in the course of 30 minutes at from 10° to 20° C. Stirring is continued for 5 hours at room temperature, and the precipitated imidazole hydrochloride is filtered off under suction, the filtrate is evaporated down and the residue is distilled to give 116.4 g (68% of theory) of N-(2,4,6-trimethylbenzoyl)-imidazole of boiling poin... The reactants are ClCCl, O=[Cr](=O)([O-])Cl, O=S1c2ccccc2C=Cc2ccc(CO)cc21, c1cc[nH+]cc1. The product is O=Cc1ccc2c(c1)S(=O)c1ccccc1C=C2. Reaction SMILES: [CH2:30]([Cl:31])[Cl:32].[O:19]=[Cr:20]([Cl:21])([O-:22])=[O:23].[OH:1][CH2:2][c:3]1[cH:4][cH:5][c:6]2[c:7]([cH:18]1)[S:8](=[O:17])[c:9]1[c:10]([cH:13][cH:14][cH:15][cH:16]1)[CH:11]=[CH:12]2.[nH+:24]1[cH:25][cH:26][cH:27][cH:28][cH:29]1>>[O:1]=[CH:2][c:3]1[cH:4][cH:5][c:6]2[c:7]([cH:18]1)[S:8](=[O:17])[c:9]1[c:10]([cH:13][cH:14][cH:15][cH:16]1)[CH:11]=[CH:12]2. The reactants are O (water), COC(C1=CC(=CC=C1)O)OC (3-hydroxybenzaldehyde dimethyl acetal), ClC1=NC=CC=N1 (2-chloropyrimidine), CC(C)([O-])C.[K+] (potassium tert.butoxide). The solvent is CN(C=O)C (dimethylformamide). Reaction conditions: temperature 60 celsius. Yields the product COC(C1=CC(=CC=C1)OC1=NC=CC=N1)OC (3-(2-pyrimidinyloxy)-benzaldehyde dimethyl acetal). Reaction SMILES: [CH3:1][O:2][CH:3]([O:11][CH3:12])[C:4]1[CH:9]=[CH:8][CH:7]=[C:6]([OH:10])[CH:5]=1.CC(C)([O-])C.[K+].Cl[C:20]1[N:25]=[CH:24][CH:23]=[CH:22][N:21]=1.O>CN(C)C=O>[CH3:1][O:2][CH:3]([O:11][CH3:12])[C:4]1[CH:9]=[CH:8][CH:7]=[C:6]([O:10][C:20]2[N:25]=[CH:24][CH:23]=[CH:22][N:21]=2)[CH:5]=1 |f:1.2|. Procedure details: A solution of 168 mg of 3-hydroxybenzaldehyde dimethyl acetal in 2 ml of anhydrous dimethylformamide was stirred under nitrogen and 220 mg of potassium tert.butoxide were added. The mixture was heated at 60° C. for 1 hour, then cooled to room temperature and 114 mg of 2-chloropyrimidine were added in portions. The mixture was heated at 150° C. for 20 hours. After cooling 20 ml of water were added and the product was extracted with ethyl acetate. The extracts were washed with 10 ml of 1M sodium h... Yield: 37.9%. RXN SMILES: Cl[C:2]1[CH:7]=[C:6]([N:8]2[CH2:13][CH2:12][CH2:11][CH2:10][CH2:9]2)[N:5]=[C:4]([N:14]([CH2:26][CH3:27])[CH2:15][CH2:16][C:17]2[C:25]3[C:20](=[CH:21][CH:22]=[CH:23][CH:24]=3)[NH:19][CH:18]=2)[N:3]=1.[NH2:28][C:29]1[CH:34]=[CH:33][C:32]([CH3:35])=[CH:31][CH:30]=1>>[CH2:26]([N:14]([CH2:15][CH2:16][C:17]1[C:25]2[C:20](=[CH:21][CH:22]=[CH:23][CH:24]=2)[NH:19][CH:18]=1)[C:4]1[N:3]=[C:2]([NH:28][C:29]2[CH:34]=[CH:33][C:32]([CH3:35])=[CH:31][CH:30]=2)[CH:7]=[C:6]([N:8]2[CH2:9][CH2:10][CH2:11][CH2:12][CH2:13]2)[N:5]=1)[CH3:27]. Reported procedure: A mixture of N-[4-chloro-6-(1-piperidinyl)-2-pyrimidinyl]-N-ethyl-N-[2-(1H-indol-3-yl)ethyl]amine (33.4 mg, 0.087 mmol) and p-toluidine (47 mg, 0.43 mmol) was heated neat under argon at 160° C. in a sealed tube for 12 hours. The crude material was purified by preparative TLC, eluting with hexane/ethyl acetate (4:1). N2-Ethyl-N2-[2-(1H-3-indolyl) ethyl]-N4-(4-methylphenyl)-6-piperidino-2,4-pyrimidinediamine was obtained, from a band at Rf=0.37, as a solid (15 mg, 0.033 mmol, 38%). The product is C(C)N(C1=NC(=CC(=N1)NC1=CC=C(C=C1)C)N1CCCCC1)CCC1=CNC2=CC=CC=C12 (N2-Ethyl-N2-[2-(1H-3-indolyl) ethyl]-N4-(4-methylphenyl)-6-piperidino-2,4-pyrimidinediamine), solid. The reactants are ClC1=NC(=NC(=C1)N1CCCCC1)N(CCC1=CNC2=CC=CC=C12)CC (N-[4-chloro-6-(1-piperidinyl)-2-pyrimidinyl]-N-ethyl-N-[2-(1H-indol-3-yl)ethyl]amine), NC1=CC=C(C=C1)C (p-toluidine). Reaction conditions: temperature 160 celsius. Starting materials: CCOC(=O)CP(=O)(OCC)OCC, CCOCC, O=C(c1ccc(F)cc1)c1ccc(F)cc1, [H-], [Na+]. Product: CCOC(=O)C=C(c1ccc(F)cc1)c1ccc(F)cc1. RXN SMILES: [CH2:3]([O:4][P:5]([O:6][CH2:7][CH3:8])(=[O:9])[CH2:11][C:12](=[O:13])[O:14][CH2:15][CH3:16])[CH3:10].[CH3:33][CH2:34][O:35][CH2:36][CH3:37].[F:17][c:18]1[cH:19][cH:20][c:21]([C:24](=[O:25])[c:26]2[cH:27][cH:28][c:29]([F:32])[cH:30][cH:31]2)[cH:22][cH:23]1.[H-:1].[Na+:2]>>[CH:11]([C:12](=[O:13])[O:14][CH2:15][CH3:16])=[C:24]([c:21]1[cH:20][cH:19][c:18]([F:17])[cH:23][cH:22]1)[c:26]1[cH:27][cH:28][c:29]([F:32])[cH:30][cH:31]1.